Dataset: the Open Reaction Database (ORD), a public repository of structured organic reaction records. Task: describe an organic reaction: reactants, conditions, products, and yield Reactants: C([O-])([O-])=O.[Cs+].[Cs+] (cesium carbonate), CN(C)C=O (DMF), OC1=C(C2=C(C(=NO2)C(F)(F)F)C=C1)CCC (6-hydroxy-7-propyl-3-(trifluoromethyl)-1,2-benzisoxazole), BrCCCCBr (1,4-dibromobutane). Run in hexanes, C(C)(=O)OCC (ethyl acetate), CCOCC (ether). Conditions: time 8 hour. Product: C(CC)C1=C(C=CC=2C(=NOC21)C(F)(F)F)OCCCCBr (7-propyl-3-(trifluoromethyl)-6-(4-bromobutyloxy)-1,2-benzisoxazole). RXN SMILES: CN(C=O)C.[OH:6][C:7]1[CH:19]=[CH:18][C:10]2[C:11]([C:14]([F:17])([F:16])[F:15])=[N:12][O:13][C:9]=2[C:8]=1[CH2:20][CH2:21][CH3:22].[Br:23][CH2:24][CH2:25][CH2:26][CH2:27]Br.C(=O)([O-])[O-].[Cs+].[Cs+]>C(OCC)(=O)C.CCOCC>[CH2:20]([C:8]1[C:9]2[O:13][N:12]=[C:11]([C:14]([F:17])([F:16])[F:15])[C:10]=2[CH:18]=[CH:19][C:7]=1[O:6][CH2:27][CH2:26][CH2:25][CH2:24][Br:23])[CH2:21][CH3:22] |f:3.4.5|. Procedure: To a DMF solution (50 mL) of 6-hydroxy-7-propyl-3-(trifluoromethyl)-1,2-benzisoxazole as prepared in Example 4 step 2 (6.5 gram, 26.5 mmol) was added 1,4-dibromobutane (16 mL, 133 mmol), followed by cesium carbonate (9.1 grams, 27.8 mmol). The mixture was stirred at room temperature overnight. After aqueous/ether work-up and silica gel chromatography (hexanes: 2.5% ethyl acetate), the title compound was obtained. Starting materials: C(=O)(OC(C)(C)C)CN1C(CN(C(C2=C1C=CC(=C2)O)=O)CCC(=O)OCC)=O (1-(Carbo-t-butoxymethyl)-4-(2-carboethoxyethyl)-7-hydroxy-3,4-dihydro-1H-1,4-benzodiazepine-2,5-dione), BrCC1=CC=C(C=C1)C#N (α-bromo-p-tolunitrile), C([O-])([O-])=O.[K+].[K+] (potassium carbonate). Solvent: CN(C)C=O (DMF). Reaction conditions: temperature 40 celsius, time 4 day. The product is C(=O)(OC(C)(C)C)CN1C(CN(C(C2=C1C=CC(=C2)CC2=CC=C(C=C2)C#N)=O)CCC(=O)OCC)=O (1-(carbo-t-butoxymethyl)-4-(2-carboethoxyethyl)-7-[(4-cyanophenyl)methyl]-3,4-dihydro-1H-1,4-benzodiazepine-2,5-dione). Isolated yield 85.3%. Reaction SMILES: [C:1]([CH2:8][N:9]1[C:15]2[CH:16]=[CH:17][C:18](O)=[CH:19][C:14]=2[C:13](=[O:21])[N:12]([CH2:22][CH2:23][C:24]([O:26][CH2:27][CH3:28])=[O:25])[CH2:11][C:10]1=[O:29])([O:3][C:4]([CH3:7])([CH3:6])[CH3:5])=[O:2].Br[CH2:31][C:32]1[CH:37]=[CH:36][C:35]([C:38]#[N:39])=[CH:34][CH:33]=1.C(=O)([O-])[O-].[K+].[K+]>CN(C=O)C>[C:1]([CH2:8][N:9]1[C:15]2[CH:16]=[CH:17][C:18]([CH2:31][C:32]3[CH:37]=[CH:36][C:35]([C:38]#[N:39])=[CH:34][CH:33]=3)=[CH:19][C:14]=2[C:13](=[O:21])[N:12]([CH2:22][CH2:23][C:24]([O:26][CH2:27][CH3:28])=[O:25])[CH2:11][C:10]1=[O:29])([O:3][C:4]([CH3:6])([CH3:7])[CH3:5])=[O:2] |f:2.3.4|. Procedure: 1-(Carbo-t-butoxymethyl)-4-(2-carboethoxyethyl)-7-hydroxy-3,4-dihydro-1H-1,4-benzodiazepine-2,5-dione (19.5 g, 48 mmol), α-bromo-p-tolunitrile (11.3 g, 58 mmol), and potassium carbonate (9.0 g, 65 mmol) were combined in a round bottom flask. Anhydrous DMF (300 mL) was added and the reaction mixture was stirred at 40° C. for 4 days. The reaction mixture was filtered and the filtrate was concentrated in vacuo on a rotary evaporator. The residue was partitioned between ethyl acetate (500 mL) and wa... Reactants: CC1(CO)OCC2(CO1)OCCO2, CS(C)=O, Cc1c(Cl)cc[n+]([O-])c1C, [H-], [Na+]. Product: Cc1c(OCC2(C)OCC3(CO2)OCCO3)cc[n+]([O-])c1C. As a reaction SMILES: [CH3:1][C:2]1([CH2:12][OH:13])[O:3][CH2:4][C:5]2([O:6][CH2:7][CH2:8][O:9]2)[CH2:10][O:11]1.[CH3:26][S:27]([CH3:28])=[O:29].[Cl:16][c:17]1[c:18]([CH3:25])[c:19]([CH3:24])[n+:20]([O-:23])[cH:21][cH:22]1.[H-:14].[Na+:15]>>[CH3:1][C:2]1([CH2:12][O:13][c:17]2[c:18]([CH3:25])[c:19]([CH3:24])[n+:20]([O-:23])[cH:21][cH:22]2)[O:3][CH2:4][C:5]2([O:6][CH2:7][CH2:8][O:9]2)[CH2:10][O:11]1. The reactants are OCCCBr, O=C([O-])[O-], CC#N, Oc1ccc(-c2ccc(OC(F)(F)F)cc2)cc1, [K+], [K+]. Product: OCCCOc1ccc(-c2ccc(OC(F)(F)F)cc2)cc1. Reaction SMILES: [Br:19][CH2:20][CH2:21][CH2:22][OH:23].[C:24](=[O:25])([O-:26])[O-:27].[CH3:30][C:31]#[N:32].[F:1][C:2]([O:3][c:4]1[cH:5][cH:6][c:7](-[c:10]2[cH:11][cH:12][c:13]([OH:16])[cH:14][cH:15]2)[cH:8][cH:9]1)([F:17])[F:18].[K+:28].[K+:29]>>[F:1][C:2]([O:3][c:4]1[cH:5][cH:6][c:7](-[c:10]2[cH:11][cH:12][c:13]([O:16][CH2:20][CH2:21][CH2:22][OH:23])[cH:14][cH:15]2)[cH:8][cH:9]1)([F:17])[F:18]. Run in C(C)(=O)OCC (ethyl acetate), S(=O)(=O)([O-])[O-].[Mg+2] (magnesium sulfate), O1CCCC1 (tetrahydrofuran), C1(=CC=CC=C1)C (toluene). Reaction conditions: time 1 hour. Starting materials: O (water), FC1=C(C(=CC=C1)F)C1=CC(=CN1)C(=O)OCC (ethyl 5-(2,6-difluorophenyl)-1H-pyrrole-3-carboxylate), solution, [H-].C(C(C)C)[Al+]CC(C)C (diisobutylaluminum hydride). Yield: 96.8%. Procedure details: A solution (35 mL) of ethyl 5-(2,6-difluorophenyl)-1H-pyrrole-3-carboxylate (3.35 g) in tetrahydrofuran was cooled to −50° C., and a 1.5 mol/L solution (30 mL) of diisobutylaluminum hydride in toluene was added dropwise by small portions. The mixture was stirred at the same temperature for 1 hr, water was added to the reaction mixture, and the mixture was stirred at room temperature for 1 hr. The reaction mixture was diluted with ethyl acetate, celite and anhydrous magnesium sulfate were added a... Yields the product FC1=C(C(=CC=C1)F)C1=CC(=CN1)CO ([5-(2,6-difluorophenyl)-1H-pyrrol-3-yl]methanol). As a reaction SMILES: [F:1][C:2]1[CH:7]=[CH:6][CH:5]=[C:4]([F:8])[C:3]=1[C:9]1[NH:13][CH:12]=[C:11]([C:14](OCC)=[O:15])[CH:10]=1.[H-].C([Al+]CC(C)C)C(C)C.O>O1CCCC1.C1(C)C=CC=CC=1.C(OCC)(=O)C.S([O-])([O-])(=O)=O.[Mg+2]>[F:1][C:2]1[CH:7]=[CH:6][CH:5]=[C:4]([F:8])[C:3]=1[C:9]1[NH:13][CH:12]=[C:11]([CH2:14][OH:15])[CH:10]=1 |f:1.2,7.8|. The reactants are NC1=NNC=2C(N(CCC21)C2=CC=C(C=C2)C)=O (3-amino-5,6-dihydro-6-N-(p-tolyl)-1H-pyrazolo[3,4-c]pyridin-7(4H)-one), C([O-])([O-])=O.[K+].[K+] (potassium carbonate), COC1=C(CN2CCN(CC2)C(CCCl)=O)C=CC(=C1OC)OC (1-{4-(2,3,4-trimethoxybenzyl)piperazin-1-yl}-3-chloropropan-1-one). The product is NC1=NN(C=2C(N(CCC21)C2=CC=C(C=C2)C)=O)C(CCN2CCN(CC2)CC2=C(C(=C(C=C2)OC)OC)OC)=O (3-amino-1-[{4-(2,3,4-trimethoxybenzyl)piperazin-1-yl}propanoyl]-6-N-(p-tolyl)-4,5,6,7-tetrahydro-1H-pyrazolo[3,4-c]pyridin-7-one). RXN SMILES: [NH2:1][C:2]1[C:10]2[CH2:9][CH2:8][N:7]([C:11]3[CH:16]=[CH:15][C:14]([CH3:17])=[CH:13][CH:12]=3)[C:6](=[O:18])[C:5]=2[NH:4][N:3]=1.[C:19](=[O:22])([O-])[O-].[K+].[K+].[CH3:25][O:26][C:27]1[C:44]([O:45][CH3:46])=[C:43]([O:47][CH3:48])[CH:42]=[CH:41][C:28]=1[CH2:29][N:30]1[CH2:35][CH2:34][N:33]([C:36](=O)[CH2:37]CCl)[CH2:32][CH2:31]1>>[NH2:1][C:2]1[C:10]2[CH2:9][CH2:8][N:7]([C:11]3[CH:16]=[CH:15][C:14]([CH3:17])=[CH:13][CH:12]=3)[C:6](=[O:18])[C:5]=2[N:4]([C:19](=[O:22])[CH2:37][CH2:36][N:33]2[CH2:34][CH2:35][N:30]([CH2:29][C:28]3[CH:41]=[CH:42][C:43]([O:47][CH3:48])=[C:44]([O:45][CH3:46])[C:27]=3[O:26][CH3:25])[CH2:31][CH2:32]2)[N:3]=1 |f:1.2.3|. Reported procedure: A target compound (158.4 mg, 0.281 mmol, 53.8%) was yielded as white solid in the same manner as Example 1 by reacting 3-amino-5,6-dihydro-6-N-(p-tolyl)-1H-pyrazolo[3,4-c]pyridin-7(4H)-one (126.8 mg, 0.523 mmol) with potassium carbonate (108.3 mg, 0.784 mmol) and 1-{4-(2,3,4-trimethoxybenzyl)piperazin-1-yl}-3-chloropropan-1-one (205.1 mg, 0.575 mmol). Starting materials: NC1=C2C(=NC=N1)N(N=C2Br)C(C)C=2C(=C(C(=C(C2)Cl)C)C2CN(C2)CC#N)OC ((3-{3-[1-(4-Amino-3-bromo-1H-pyrazolo[3,4-d]pyrimidin-1-yl)ethyl]-5-chloro-2-methoxy-6-methylphenyl}azetidin-1-yl)acetonitrile), NC1=C2C(=NC=N1)N(N=C2Br)C(C)C=2C(=C(C(=C(C2)Cl)C)C2CN(C2)CC#N)OC ((3-{3-[1-(4-Amino-3-bromo-1H-pyrazolo[3,4-d]pyrimidin-1-yl)ethyl]-5-chloro-2-methoxy-6-methylphenyl}azetidin-1-yl)acetonitrile), C(C)OC(C)N1N=CC(=C1)B1OC(C(O1)(C)C)(C)C (1-(1-ethoxyethyl)-4-(4,4,5,5-tetramethyl-1,3,2-dioxaborolan-2-yl)-1H-pyrazole), C([O-])([O-])=O.[Na+].[Na+] (sodium carbonate), Cl (hydrochloric acid), O (water), O (water), C(=O)(O)[O-].[Na+] (NaHCO3). Reagents/catalysts: C=1C=CC(=CC1)[P](C=2C=CC=CC2)(C=3C=CC=CC3)[Pd]([P](C=4C=CC=CC4)(C=5C=CC=CC5)C=6C=CC=CC6)([P](C=7C=CC=CC7)(C=8C=CC=CC8)C=9C=CC=CC9)[P](C=1C=CC=CC1)(C=1C=CC=CC1)C=1C=CC=CC1 (tetrakis(triphenylphosphine)palladium(0)). Run in CN(C=O)C (N,N-dimethylformamide). Run at temperature 120 celsius, time 5 hour. Product: NC1=C2C(=NC=N1)N(N=C2C=2C=NNC2)C(C)C=2C(=C(C(=C(C2)Cl)C)C2CN(C2)CC#N)OC ([3-(3-{1-[4-Amino-3-(1H-pyrazol-4-yl)-1H-pyrazolo[3,4-d]pyrimidin-1-yl]ethyl}-5-chloro-2-methoxy-6-methylphenyl)azetidin-1-yl]acetonitrile). As a reaction SMILES: C(OC([N:6]1[CH:10]=[C:9](B2OC(C)(C)C(C)(C)O2)[CH:8]=[N:7]1)C)C.[NH2:20][C:21]1[N:26]=[CH:25][N:24]=[C:23]2[N:27]([CH:31]([C:33]3[C:34]([O:48][CH3:49])=[C:35]([CH:41]4[CH2:44][N:43]([CH2:45][C:46]#[N:47])[CH2:42]4)[C:36]([CH3:40])=[C:37]([Cl:39])[CH:38]=3)[CH3:32])[N:28]=[C:29](Br)[C:22]=12.C(=O)([O-])[O-].[Na+].[Na+].O.Cl.C([O-])(O)=O.[Na+]>CN(C)C=O.C1C=CC([P]([Pd]([P](C2C=CC=CC=2)(C2C=CC=CC=2)C2C=CC=CC=2)([P](C2C=CC=CC=2)(C2C=CC=CC=2)C2C=CC=CC=2)[P](C2C=CC=CC=2)(C2C=CC=CC=2)C2C=CC=CC=2)(C2C=CC=CC=2)C2C=CC=CC=2)=CC=1>[NH2:20][C:21]1[N:26]=[CH:25][N:24]=[C:23]2[N:27]([CH:31]([C:33]3[C:34]([O:48][CH3:49])=[C:35]([CH:41]4[CH2:44][N:43]([CH2:45][C:46]#[N:47])[CH2:42]4)[C:36]([CH3:40])=[C:37]([Cl:39])[CH:38]=3)[CH3:32])[N:28]=[C:29]([C:9]3[CH:10]=[N:6][NH:7][CH:8]=3)[C:22]=12 |f:2.3.4,7.8,^1:71,73,92,111|. Procedure details: Into a microwave vial was weighed 1-(1-ethoxyethyl)-4-(4,4,5,5-tetramethyl-1,3,2-dioxaborolan-2-yl)-1H-pyrazole (16 mg, 0.058 mmol) and tetrakis(triphenylphosphine)palladium(0) (3.4 mg, 0.0029 mmol). A solution of (3-{3-[1-(4-amino-3-bromo-1H-pyrazolo[3,4-d]pyrimidin-1-yl)ethyl]-5-chloro-2-methoxy-6-methylphenyl}azetidin-1-yl)acetonitrile (14 mg, 0.029 mmol, racemic intermediate from Example 125, Step 3) in N,N-dimethylformamide (0.25 mL) was added followed by 2.0 M sodium carbonate in water (73... Starting materials: C(C)(C)(C)C=1C=C(C(=O)O)C=C(C1O)C(C)(C)C (3,5-di-t-butyl-4-hydroxy-benzoic acid), C(C1=CC=CC=C1)N1CCNCC1 (1-benzylpiperazine), Cl.CN(CCCN=C=NCC)C (1-(3-dimethylaminopropyl) -3-ethylcarbodiimide hydrochloride). Solvent: ClCCl (dichloromethane). Run at time 8 hour. The product is C(C1=CC=CC=C1)N1CCN(CC1)C(C1=CC(=C(C(=C1)C(C)(C)C)O)C(C)(C)C)=O (1-benzyl-4-(3,5-di-t-butyl-4-hydroxy-benzoyl)piperazine), product. Yield: 100.0%. RXN SMILES: [C:1]([C:5]1[CH:6]=[C:7]([CH:11]=[C:12]([C:15]([CH3:18])([CH3:17])[CH3:16])[C:13]=1[OH:14])[C:8]([OH:10])=O)([CH3:4])([CH3:3])[CH3:2].[CH2:19]([N:26]1[CH2:31][CH2:30][NH:29][CH2:28][CH2:27]1)[C:20]1[CH:25]=[CH:24][CH:23]=[CH:22][CH:21]=1.Cl.CN(C)CCCN=C=NCC>ClCCl>[CH2:19]([N:26]1[CH2:31][CH2:30][N:29]([C:8](=[O:10])[C:7]2[CH:11]=[C:12]([C:15]([CH3:16])([CH3:17])[CH3:18])[C:13]([OH:14])=[C:5]([C:1]([CH3:3])([CH3:2])[CH3:4])[CH:6]=2)[CH2:28][CH2:27]1)[C:20]1[CH:21]=[CH:22][CH:23]=[CH:24][CH:25]=1 |f:2.3|. Procedure details: Under nitrogen atmosphere, 3,5-di-t-butyl-4-hydroxy-benzoic acid (3.10 g, 12.4 mmol.) and 1-benzylpiperazine (2.00 g, 11.3 mmol.) were dissolved in dichloromethane. Under chilling with ice, to this solution was portionwise added 1-(3-dimethylaminopropyl) -3-ethylcarbodiimide hydrochloride (2.87 g, 15.0 mmol.), and the resulting mixture was stirred overnight at room temperature. The reaction mixture was washed successively with saturated aqueous sodium hydrogen carbonate and water, and dried over... Reactants: C=CC1(C(=O)OC(C)(C)C)CC1(N)C(=O)OCC, Cl, C1COCCO1. The product is C=CC1CC1(N)C(=O)OCC, Cl. As a reaction SMILES: [CH2:1]([CH3:2])[O:3][C:4](=[O:5])[C:6]1([NH2:18])[C:7]([CH:9]=[CH2:10])([C:11]([O:12][C:13]([CH3:14])([CH3:15])[CH3:16])=[O:17])[CH2:8]1.[ClH:19].[O:20]1[CH2:21][CH2:22][O:23][CH2:24][CH2:25]1>>[CH2:1]([CH3:2])[O:3][C:4](=[O:5])[C:6]1([NH2:18])[CH:7]([CH:9]=[CH2:10])[CH2:8]1.[ClH:19]. The reactants are CC1(C)CC(Br)c2cc(C#N)ccc2O1, NCCNCc1ccccc1, CN(C)C=O, [Na+], O=C([O-])O. The product is CC1(C)CC(NCCNCc2ccccc2)c2cc(C#N)ccc2O1. RXN SMILES: [Br:1][CH:2]1[CH2:3][C:4]([CH3:14])([CH3:15])[O:5][c:6]2[c:7]1[cH:8][c:9]([C:12]#[N:13])[cH:10][cH:11]2.[CH2:16]([c:17]1[cH:18][cH:19][cH:20][cH:21][cH:22]1)[NH:23][CH2:24][CH2:25][NH2:26].[CH3:32][N:33]([CH3:34])[CH:35]=[O:36].[Na+:31].[O-:27][C:28]([OH:29])=[O:30]>>[CH:2]1([NH:26][CH2:25][CH2:24][NH:23][CH2:16][c:17]2[cH:18][cH:19][cH:20][cH:21][cH:22]2)[CH2:3][C:4]([CH3:14])([CH3:15])[O:5][c:6]2[c:7]1[cH:8][c:9]([C:12]#[N:13])[cH:10][cH:11]2.